describe an organic reaction: reactants, conditions, products, and yield From a dataset of the Open Reaction Database (ORD), a public repository of structured organic reaction records. The product is CN(C)C=NS(=O)(=O)c1cccc(-c2ccc(CBr)cc2)c1. The reactants are O=C1CCC(=O)N1Br, O=C(OOC(=O)c1ccccc1)c1ccccc1, Cc1ccc(-c2cccc(S(=O)(=O)N=CN(C)C)c2)cc1, Clc1ccccc1. Reaction SMILES: [Br:22][N:23]1[C:24](=[O:25])[CH2:26][CH2:27][C:28]1=[O:29].[C:30]([O:31][O:32][C:33](=[O:34])[c:35]1[cH:36][cH:37][cH:38][cH:39][cH:40]1)(=[O:41])[c:42]1[cH:43][cH:44][cH:45][cH:46][cH:47]1.[CH3:1][N:2]([CH3:3])[CH:4]=[N:5][S:6](=[O:7])(=[O:8])[c:9]1[cH:10][c:11](-[c:15]2[cH:16][cH:17][c:18]([CH3:21])[cH:19][cH:20]2)[cH:12][cH:13][cH:14]1.[Cl:48][c:49]1[cH:50][cH:51][cH:52][cH:53][cH:54]1>>[CH3:1][N:2]([CH3:3])[CH:4]=[N:5][S:6](=[O:7])(=[O:8])[c:9]1[cH:10][c:11](-[c:15]2[cH:16][cH:17][c:18]([CH2:21][Br:22])[cH:19][cH:20]2)[cH:12][cH:13][cH:14]1. Reactants: [N+](=O)(O)[O-] (nitric acid), C(C)CC(=O)C1=CC=C(C=C1)C1CCCCC1 (Ethyl p-cyclohexylacetophenone), ice, [OH-].[Na+] (sodium hydroxide), [N+](=O)(O)[O-] (nitric acid). Run in O (water), O (water). The product is [N+](=O)([O-])C1CCCCC1CC(=O)C1=CC=CC=C1 (3-nitro-4-cyclohexylacetophenone). RXN SMILES: [CH2:1]([CH2:3][C:4]([C:6]1[CH:11]=[CH:10][C:9]([CH:12]2[CH2:17][CH2:16][CH2:15][CH2:14][CH2:13]2)=CC=1)=O)[CH3:2].[N+:18]([O-])([OH:20])=[O:19].[OH-:22].[Na+]>O>[N+:18]([CH:13]1[CH:12]([CH2:9][C:10]([C:11]2[CH:2]=[CH:1][CH:3]=[CH:4][CH:6]=2)=[O:22])[CH2:17][CH2:16][CH2:15][CH2:14]1)([O-:20])=[O:19] |f:2.3|. Procedure: Ethyl p-cyclohexylacetophenone (0.666 mole) is added to ice-cold concentrated sulfuric acid (18 ml) and stirred with cooling for 5 minutes. Concentrated nitric acid (Sp. G. 1.51) (2.5 ml) is added dropwise, maintaining the temperature between 30° and 40° by water cooling when necessary. After addition of the nitric acid is complete, the mixture is stirred for 1/2 hour, then poured into water. The mixture is made alkaline with sodium hydroxide, then extracted with ether. The ether extract is wash... Reactants: OC1=C(C(=CC2=C1N(C(=N2)C)CCOC)C(=O)OC)CCC(C2=CC=CC=C2)=O (Methyl 7-hydroxy-1-(2-methoxyethyl)-2-methyl-6-(3-oxo-3-phenylpropyl)-1H-benzimidazole-5-carboxylate), [BH4-].[Na+] (sodium borohydride). Solvent: C(C)O (ethanol). Conditions: time 4 hour. Product: OC1=C(C(=CC2=C1N(C(=N2)C)CCOC)C(=O)OC)CCC(C2=CC=CC=C2)O (Methyl 7-hydroxy-6-(3-hydroxy-3-phenylpropyl)-1-(2-methoxyethyl)-2-methyl-1H-benzimidazole-5-carboxylate). Reaction SMILES: [OH:1][C:2]1[C:7]2[N:8]([CH2:12][CH2:13][O:14][CH3:15])[C:9]([CH3:11])=[N:10][C:6]=2[CH:5]=[C:4]([C:16]([O:18][CH3:19])=[O:17])[C:3]=1[CH2:20][CH2:21][C:22](=[O:29])[C:23]1[CH:28]=[CH:27][CH:26]=[CH:25][CH:24]=1.[BH4-].[Na+]>C(O)C>[OH:1][C:2]1[C:7]2[N:8]([CH2:12][CH2:13][O:14][CH3:15])[C:9]([CH3:11])=[N:10][C:6]=2[CH:5]=[C:4]([C:16]([O:18][CH3:19])=[O:17])[C:3]=1[CH2:20][CH2:21][CH:22]([OH:29])[C:23]1[CH:28]=[CH:27][CH:26]=[CH:25][CH:24]=1 |f:1.2|. Procedure: To a solution of methyl 7-hydroxy-1-(2-methoxyethyl)-2-methyl-6-(3-oxo-3-phenylpropyl)-1H-benzimidazole-5-carboxylate (2.08 g, 5.25 mmol, Step 9) in ethanol (50 mL) was added sodium borohydride (298 mg, 7.87 mmol) at room temperature. After stirring at the same temperature for 4 hours, the solvent was evaporated, and the residue was poured onto saturated sodium hydrogencarbonate aqueous solution, and the aqueous layer was extracted with ethyl acetate. The combined organic layer was dried over ma... Reactants: N(=C=O)C(CC1=CC=CC=C1)C(=O)OC (1-Isocyanato-1-methoxycarbonyl-2-phenylethane), NC=1C=C2C(=C(N=NC2=CC1)C(=O)OCC)O (ethyl 6-amino-4-hydroxycinnolin-3-yl carboxylate). Solvent: N1=CC=CC=C1 (pyridine). Conditions: time 8 hour. Product: OC1=C(N=NC2=CC=C(C=C12)NC(=O)NC(CC1=CC=CC=C1)C(=O)OC)C(=O)OCC (ethyl 4-hydroxy-6-[3-(α-methoxycarbonylphenethyl)ureido]cinnolin-3-yl carboxylate). RXN SMILES: [N:1]([CH:4]([C:12]([O:14][CH3:15])=[O:13])[CH2:5][C:6]1[CH:11]=[CH:10][CH:9]=[CH:8][CH:7]=1)=[C:2]=[O:3].[NH2:16][C:17]1[CH:18]=[C:19]2[C:24](=[CH:25][CH:26]=1)[N:23]=[N:22][C:21]([C:27]([O:29][CH2:30][CH3:31])=[O:28])=[C:20]2[OH:32]>N1C=CC=CC=1>[OH:32][C:20]1[C:19]2[C:24](=[CH:25][CH:26]=[C:17]([NH:16][C:2]([NH:1][CH:4]([C:12]([O:14][CH3:15])=[O:13])[CH2:5][C:6]3[CH:7]=[CH:8][CH:9]=[CH:10][CH:11]=3)=[O:3])[CH:18]=2)[N:23]=[N:22][C:21]=1[C:27]([O:29][CH2:30][CH3:31])=[O:28]. Procedure details: 1-Isocyanato-1-methoxycarbonyl-2-phenylethane (1.2 g.) was added to a stirred solution of ethyl 6-amino-4-hydroxycinnolin-3-yl carboxylate (1.17 g.) in pyridine (20 ml.). The mixture was stirred overnight and the solid which separated was washed successively with pyridine (10 ml.) and ether (100 ml.). The solid was dissolved in boiling ethanol (1 l.), and the solution was filtered whilst hot. The filtrate was evaporated to approximately 300 ml. After standing at 0° C. overnight, the mixture was ... Yield: 21.2%. Product: FC1=CC=C(C=C1)C=1OC=C(N1)C(CC#N)O (3-(2-(4-fluorophenyl)oxazol-4-yl)-3-hydroxypropanenitrile). Run at temperature 80 celsius. Reported procedure: A solution of 1-(2-(4-fluorophenyl)oxazol-4-yl)ethanone (250 mg, 1.22 mmol) in DMF-H2O (7 mL; 2:5 v/v) was cooled to 0° C. and KH2PO4 (327 mg, 2.4 mmol) was added, followed by KCN (116 mg, 1.8 mmol). The reaction mixture was stirred at 80° C. 10 h and then diluted with water. The organic product was extracted with EtOAc and the combined extracts were washed with H2O and brine, dried over anhydrous sodium sulfate, and concentrated under reduced pressure. The crude product was purified by column c... RXN SMILES: [F:1][C:2]1[CH:7]=[CH:6][C:5]([C:8]2[O:9][CH:10]=[C:11]([C:13](=[O:15])[CH3:14])[N:12]=2)=[CH:4][CH:3]=1.OP([O-])(O)=O.[K+].[C-:22]#[N:23].[K+]>CN(C=O)C.O.O>[F:1][C:2]1[CH:3]=[CH:4][C:5]([C:8]2[O:9][CH:10]=[C:11]([CH:13]([OH:15])[CH2:14][C:22]#[N:23])[N:12]=2)=[CH:6][CH:7]=1 |f:1.2,3.4,5.6|. Reactants: OP(=O)(O)[O-].[K+] (KH2PO4), FC1=CC=C(C=C1)C=1OC=C(N1)C(C)=O (1-(2-(4-fluorophenyl)oxazol-4-yl)ethanone), [C-]#N.[K+] (KCN). Solvent: O (water), CN(C)C=O.O (DMF H2O).